describe an organic reaction: reactants, conditions, products, and yield From a dataset of the Open Reaction Database (ORD), a public repository of structured organic reaction records. Starting materials: Cl.CN(C1=NC(=NC(=N1)N)C1=NOC(=N1)[C@H]1NCCC1)C1=CC=CC=C1 (2-N-methyl-2-N-phenyl-6-{5-[(2S)-pyrrolidin-2-yl]-1,2,4-oxadiazol-3-yl}-1,3,5-triazine-2,4-diamine hydrochloride), C(C)(=O)[O-].[Na+] (sodium acetate), FC(CC=O)(F)F (3,3,3-trifluoropropanal), C(C)(=O)O[BH-](OC(C)=O)OC(C)=O.[Na+] (Sodium triacetoxyborohydride). Run in ClCCCl (DCE), C(Cl)Cl (DCM). Conditions: time 1 hour. Product: CN(C1=NC(=NC(=N1)N)C1=NOC(=N1)[C@H]1N(CCC1)CCC(F)(F)F)C1=CC=CC=C1 (2-N-Methyl-2-N-phenyl-6-{5-[(2S)-1-(3,3,3-trifluoropropyl)pyrrolidin-2-yl]-1,2,4-oxadiazol-3-yl}-1,3,5-triazine-2,4-diamine). Isolated yield 19.4%. As a reaction SMILES: Cl.[CH3:2][N:3]([C:21]1[CH:26]=[CH:25][CH:24]=[CH:23][CH:22]=1)[C:4]1[N:9]=[C:8]([NH2:10])[N:7]=[C:6]([C:11]2[N:15]=[C:14]([C@@H:16]3[CH2:20][CH2:19][CH2:18][NH:17]3)[O:13][N:12]=2)[N:5]=1.C([O-])(=O)C.[Na+].[F:32][C:33]([F:38])([F:37])[CH2:34][CH:35]=O.C(O[BH-](OC(=O)C)OC(=O)C)(=O)C.[Na+]>ClCCCl.C(Cl)Cl>[CH3:2][N:3]([C:21]1[CH:26]=[CH:25][CH:24]=[CH:23][CH:22]=1)[C:4]1[N:9]=[C:8]([NH2:10])[N:7]=[C:6]([C:11]2[N:15]=[C:14]([C@@H:16]3[CH2:20][CH2:19][CH2:18][N:17]3[CH2:35][CH2:34][C:33]([F:38])([F:37])[F:32])[O:13][N:12]=2)[N:5]=1 |f:0.1,2.3,5.6|. Procedure details: To a solution of 2-N-methyl-2-N-phenyl-6-{5-[(2S)-pyrrolidin-2-yl]-1,2,4-oxadiazol-3-yl}-1,3,5-triazine-2,4-diamine hydrochloride (Example 438, 0.2 g, 0.535 mmol) in DCE (5 mL) was added sodium acetate (0.07 g, 0.8 mmol) and 3,3,3-trifluoropropanal (0.12 g, 1.070 mmol) and the mixture was stirred for 1 h at room temperature. Sodium triacetoxyborohydride (0.17 g, 0.8 mmol) was added and the reaction mixture was stirred for 2 h at room temperature. DCM was added and the mixture was washed with sat... Starting materials: O (Water), C1(=CC=CC=C1)C (toluene), BrC1=NC=C(C=C1)Br (2,5-dibromopyridine), C(=O)=O (dry ice), CCCCCC.C(CCC)[Li] (n-butyl lithium hexane). Run at temperature -78 celsius, time 3 hour. Yields the product BrC=1C=CC(=NC1)C(=O)O (5-bromo-pyridine-2-carboxylic acid). Yield: 49.9%. RXN SMILES: C1(C)C=CC=CC=1.CCCCCC.C([Li])CCC.[C:19](=[O:21])=[O:20].O.Br[C:24]1[CH:29]=[CH:28][C:27]([Br:30])=[CH:26][N:25]=1>>[Br:30][C:27]1[CH:28]=[CH:29][C:24]([C:19]([OH:21])=[O:20])=[N:25][CH:26]=1 |f:1.2|. Procedure details: To a toluene solution (300 ml) at −78° C. in which 2,5-dibromopyridine (4.7 g) was dissolved, n-butyl lithium hexane solution (1.6 M) was added dropwise, followed by stirring at −78° C. for 3 hours. To the reaction mixture, dry ice (ca. 50 g) was added, and followed by further stirring at room temperature for 10 hours. Water (100 ml) was added, and the aqueous layer washed with ethyl acetate (100 ml×2) was neutralized with 5M−HCl aqueous solution under ice cooling, and the resulting precipitate ... Reactants: C1=CC2=C(N=C1)N(N=N2)O (HOAt), C(CCl)Cl (EDC), ClC=1NC(=C(C(N1)=NN)F)NCCC1=CSC=C1 (2-Chloro-5-fluoro-6-{[2-(3-thienyl)ethyl]amino}-4(1H)-pyrimidinone hydrazone), C1(CCCC1)C[C@@H](C(=O)O)CN(OC1OCCCC1)C=O ((2R)-3-cyclopentyl-2-{[formyl(tetrahydro-2H-pyran-2-yloxy)amino]methyl}propanoic acid), CN1CCOCC1 (NMM). Solvent: CN(C)C=O (DMF). Run at time 8 hour. Yields the product ClC1=NC(=C(C(=N1)NNC([C@@H](CN(C=O)OC1OCCCC1)CC1CCCC1)=O)F)NCCC1=CSC=C1 ([(2R)-3-[2-(2-chloro-5-fluoro-6-{[2-(3-thienyl)ethyl]amino}-4-pyrimidinyl)hydrazino]-2-(cyclopentylmethyl)-3-oxopropyl](tetrahydro-2H-pyran-2-yloxy)formamide). The yield is 60.5%. RXN SMILES: [Cl:1][C:2]1[NH:3][C:4]([NH:11][CH2:12][CH2:13][C:14]2[CH:18]=[CH:17][S:16][CH:15]=2)=[C:5]([F:10])[C:6](=[N:8][NH2:9])[N:7]=1.[CH:19]1([CH2:24][C@H:25]([CH2:29][N:30]([CH:38]=[O:39])[O:31][CH:32]2[CH2:37][CH2:36][CH2:35][CH2:34][O:33]2)[C:26](O)=[O:27])[CH2:23][CH2:22][CH2:21][CH2:20]1.CN1CCOCC1.C1C=NC2N(O)N=NC=2C=1.C(Cl)CCl>CN(C=O)C>[Cl:1][C:2]1[N:7]=[C:6]([NH:8][NH:9][C:26](=[O:27])[C@H:25]([CH2:24][CH:19]2[CH2:20][CH2:21][CH2:22][CH2:23]2)[CH2:29][N:30]([O:31][CH:32]2[CH2:37][CH2:36][CH2:35][CH2:34][O:33]2)[CH:38]=[O:39])[C:5]([F:10])=[C:4]([NH:11][CH2:12][CH2:13][C:14]2[CH:18]=[CH:17][S:16][CH:15]=2)[N:3]=1. Reported procedure: 2-Chloro-5-fluoro-6-{[2-(3-thienyl)ethyl]amino}-4(1H)-pyrimidinone hydrazone as a brown sticky solid (0.1401 g) and (2R)-3-cyclopentyl-2-{[formyl(tetrahydro-2H-pyran-2-yloxy)amino]methyl}propanoic acid (0.253 g, 0.586 mmol) were dissolved in DMF (7 mL). NMM (0.27 mL, 2.90 mmol) was added, followed by HOAt (0.080 g, 0.588 mmol) and EDC (0.112 g, 0.584 mmol). After stirring overnight, the reaction mixture was purified by RP-HPLC to provide [(2R)-3-[2-(2-chloro-5-fluoro-6-{[2-(3-thienyl)ethyl]amino...